This data is from the Open Reaction Database (ORD), a public repository of structured organic reaction records. The task is: describe an organic reaction: reactants, conditions, products, and yield Reaction SMILES: [Br:1][C:2]1[CH:7]=[C:6]([Cl:8])[CH:5]=[CH:4][C:3]=1[OH:9].IC.[C:12](=O)([O-])[O-].[K+].[K+].O>CC(C)=O>[Br:1][C:2]1[CH:7]=[C:6]([Cl:8])[CH:5]=[CH:4][C:3]=1[O:9][CH3:12] |f:2.3.4|. Run in CC(=O)C (acetone). Starting materials: BrC1=C(C=CC(=C1)Cl)O (2-bromo-4-chlorophenol), IC (iodomethane), C([O-])([O-])=O.[K+].[K+] (potassium carbonate), O (water). The product is BrC1=C(C=CC(=C1)Cl)OC (2-bromo-4-chloroanisole). Procedure: In a 250 mL r.b. flask, a solution of 2-bromo-4-chlorophenol (Lancaster: 16.94 g, 81.6 mmol, 1.0 equivuiv) in acetone (160 mL) was treated sequivuentially with iodomethane (6.10 mL, 98 mmol, 1.2 equivuiv), potassium carbonate (12 g), and water (4 mL). The reaction mixture was heated at reflux for 3 h, cooled to rt, and the bulk of the volatiles was removed under reduced pressure. The residue was poured into water (140 mL) and extracted with EtOAc (3×150 mL). The extracts were washed with brine (... Yield: 98.2%. The reactants are [Na+], [OH-], O=P(Br)(Br)Br, Oc1ccnc2ccsc12. Yields the product Brc1ccnc2ccsc12. Reaction SMILES: [Na+:17].[OH-:16].[P:11]([Br:12])([Br:13])([Br:14])=[O:15].[s:1]1[cH:2][cH:3][c:4]2[n:5][cH:6][cH:7][c:8]([OH:10])[c:9]12>>[s:1]1[cH:2][cH:3][c:4]2[n:5][cH:6][cH:7][c:8]([Br:13])[c:9]12. The reactants are C1CCOC1, CN1CCOCC1, CC(C)COC(=O)Cl, O=C(O)c1cccnc1Cl, Cl, NCc1ccc(F)cc1. Yields the product NC(=O)c1cccnc1Cl. RXN SMILES: [CH2:36]1[O:37][CH2:38][CH2:39][CH2:40]1.[CH3:11][N:12]1[CH2:13][CH2:14][O:15][CH2:16][CH2:17]1.[Cl:18][C:19]([O:20][CH2:21][CH:22]([CH3:23])[CH3:24])=[O:25].[Cl:1][c:2]1[c:3]([C:4](=[O:5])[OH:6])[cH:7][cH:8][cH:9][n:10]1.[ClH:35].[F:26][c:27]1[cH:28][cH:29][c:30]([CH2:31][NH2:32])[cH:33][cH:34]1>>[Cl:1][c:2]1[c:3]([C:4](=[O:5])[NH2:12])[cH:7][cH:8][cH:9][n:10]1. The reactants are ClC1=NC(=NC=N1)NC=1C=C(C=CC1)CS(=O)(=O)N (3-[(4-Chloro-1,3,5-triazin-2-yl)amino]benzenemethanesulfonamide), N1CCC2=CC=CC=C12 (indoline). Yields the product N1(CCC2=CC=CC=C12)C1=NC(=NC=N1)NC=1C=C(C=CC1)CS(=O)(=O)N (3-[(4-(Indolin-1-yl)-1,3,5-triazin-2-yl)amino]-benzenemethane sulfonamide). As a reaction SMILES: Cl[C:2]1[N:7]=[CH:6][N:5]=[C:4]([NH:8][C:9]2[CH:10]=[C:11]([CH2:15][S:16]([NH2:19])(=[O:18])=[O:17])[CH:12]=[CH:13][CH:14]=2)[N:3]=1.[NH:20]1[C:28]2[C:23](=[CH:24][CH:25]=[CH:26][CH:27]=2)[CH2:22][CH2:21]1>>[N:20]1([C:2]2[N:7]=[CH:6][N:5]=[C:4]([NH:8][C:9]3[CH:10]=[C:11]([CH2:15][S:16]([NH2:19])(=[O:18])=[O:17])[CH:12]=[CH:13][CH:14]=3)[N:3]=2)[C:28]2[C:23](=[CH:24][CH:25]=[CH:26][CH:27]=2)[CH2:22][CH2:21]1. Reported procedure: B52 was prepared following the general procedure reported for B10 using A1 and indoline; yield: 76.2 mg (20%), pale yellow solid. 1H NMR (400 MHz, d6-DMSO, 300K) δ 3.11-3.18 (m, 2H), 4.14-4.26 (m, 2H), 4.23 (s, 2H), 6.84 (s, 2H), 6.97 (t, J=7.1 Hz, 1H), 7.01-7.09 (bm, 1H), 7.13-7.21 (bm, 1H), 7.25 (d, J=7.0 Hz, 1H), 7.33 (t, J=7.7 Hz, 1H), 7.64-7.90 (bm, 2H), 8.29-8.41 (bm, 1H), 8.43 (s, 1H), 9.90 (s, 1H). MS (ES) C18H18N6O2S requires: 382. found: 383 (M+H)+. Starting materials: ClC1=C(C=C(C=C1)NC(=O)C1=CC=C(C=C1)C1=CC=CC=C1)N1C(N(C2=NC(=NC=C2C1)S(=O)(=O)C)C)=O (Biphenyl-4-carboxylic acid [4-chloro-3-(7-methanesulfonyl-1-methyl-2-oxo-1,4-dihydro-2H-pyrimido[4,5-d]pyrimidin-3-yl)-phenyl]-amide), C(C)N(CCOC1=CC=C(C=C1)N)CC (4-(2-Diethylamino-ethoxy)-phenylamine), solution, Cl (HCl). Run in CN1C(CCC1)=O (NMP), CN1C(CCC1)=O (N-methylpyrrolidinone), C(C)OCC (diethyl ether). Reaction conditions: temperature 0 celsius, time 45 minute. Yields the product ClC1=C(C=C(C=C1)NC(=O)C1=CC=C(C=C1)C1=CC=CC=C1)N1C(N(C2=NC(=NC=C2C1)NC1=CC=C(C=C1)OCCN(CC)CC)C)=O (Biphenyl-4-carboxylic acid (4-chloro-3-{7-[4-(2-diethylamino-ethoxy)-phenylamino]-1-methyl-2-oxo-1,4-dihydro-2H-pyrimido[4,5-d]pyrimidin-3-yl}-phenyl)-amide). The yield is 35.0%. Reaction SMILES: [CH2:1]([N:3]([CH2:14][CH3:15])[CH2:4][CH2:5][O:6][C:7]1[CH:12]=[CH:11][C:10]([NH2:13])=[CH:9][CH:8]=1)[CH3:2].Cl.[Cl:17][C:18]1[CH:23]=[CH:22][C:21]([NH:24][C:25]([C:27]2[CH:32]=[CH:31][C:30]([C:33]3[CH:38]=[CH:37][CH:36]=[CH:35][CH:34]=3)=[CH:29][CH:28]=2)=[O:26])=[CH:20][C:19]=1[N:39]1[CH2:48][C:47]2[C:42](=[N:43][C:44](S(C)(=O)=O)=[N:45][CH:46]=2)[N:41]([CH3:53])[C:40]1=[O:54]>CN1CCCC1=O.C(OCC)C>[Cl:17][C:18]1[CH:23]=[CH:22][C:21]([NH:24][C:25]([C:27]2[CH:32]=[CH:31][C:30]([C:33]3[CH:34]=[CH:35][CH:36]=[CH:37][CH:38]=3)=[CH:29][CH:28]=2)=[O:26])=[CH:20][C:19]=1[N:39]1[CH2:48][C:47]2[C:42](=[N:43][C:44]([NH:13][C:10]3[CH:9]=[CH:8][C:7]([O:6][CH2:5][CH2:4][N:3]([CH2:1][CH3:2])[CH2:14][CH3:15])=[CH:12][CH:11]=3)=[N:45][CH:46]=2)[N:41]([CH3:53])[C:40]1=[O:54]. Procedure details: 0.1 g 4-(2-Diethylamino-ethoxy)-phenylamine were dissolved in 1 mL N-methylpyrrolidinone (NMP) and cooled to 0° C. 300 μl of a solution of aqueous HCl in diethyl ether were added and stirred for 45 min. Biphenyl-4-carboxylic acid [4-chloro-3-(7-methanesulfonyl-1-methyl-2-oxo-1,4-dihydro-2H-pyrimido[4,5-d]pyrimidin-3-yl)-phenyl]-amide was dissolved in 2 ml NMP and added to the aforementioned solution and the reaction mixture was heated at 120° C. for 24 h. The reaction was quenched by addition of... Reaction SMILES: [CH:1]1[C:10]2[CH2:9][CH2:8][CH2:7][CH2:6][C:5]=2[CH:4]=[CH:3][N:2]=1.[NH2-:11].[Na+]>C1(C)C(C)=CC=CC=1>[NH2:11][C:1]1[C:10]2[CH2:9][CH2:8][CH2:7][CH2:6][C:5]=2[CH:4]=[CH:3][N:2]=1 |f:1.2|. Run in C=1(C(=CC=CC1)C)C (xylene). The reactants are C1=NC=CC=2CCCCC12 (5,6,7,8-tetrahydroisoquinoline), [NH2-].[Na+] (sodium amide). Yields the product NC1=NC=CC=2CCCCC12 (1-amino-5,6,7,8-tetrahydroisoquinoline). Procedure: Using the method described in Example 63, Step B, a mixture of 2.0 g (15.0 mmol) of 5,6,7,8-tetrahydroisoquinoline and 644 mg (16.5 mmol) of sodium amide in 2.5 mL of xylene was stirred at 150° C. overnight. The crude material was purified by flash column chromatography on silica gel eluting with 0-100% ethyl acetate/dichloromethane, and the partially purified material was distilled using a Kugelrohr apparatus at 100-105° C. (0.3 mm). Recrystallization of the distallate from a hexane/toluene mix... The yield is 5.4%. Run at temperature 150 celsius, time 8 hour. The reactants are FC1=CC(=CC=C1)[N+](=O)[O-] (1-fluoro-3-nitrobenzene), NCCN1CCCC1 (N-(2-aminoethyl)-pyrrolidine), C(=O)([O-])[O-].[Cs+].[Cs+] (Cs2CO3). Run in CN(C)C=O (DMF). Run at temperature 100 celsius. The product is [N+](=O)([O-])C=1C=C(C=CC1)NCCN1CCCC1 ((3-Nitro-phenyl)-(2-pyrrolidin-1-yl-ethyl)-amine). Yield: 18.4%. As a reaction SMILES: F[C:2]1[CH:7]=[CH:6][CH:5]=[C:4]([N+:8]([O-:10])=[O:9])[CH:3]=1.[NH2:11][CH2:12][CH2:13][N:14]1[CH2:18][CH2:17][CH2:16][CH2:15]1.C([O-])([O-])=O.[Cs+].[Cs+]>CN(C=O)C>[N+:8]([C:4]1[CH:3]=[C:2]([NH:11][CH2:12][CH2:13][N:14]2[CH2:18][CH2:17][CH2:16][CH2:15]2)[CH:7]=[CH:6][CH:5]=1)([O-:10])=[O:9] |f:2.3.4|. Procedure: The mixture of 1-fluoro-3-nitrobenzene (420 mg, 3 mmol) in DMF (1.5 mL), N-(2-aminoethyl)-pyrrolidine (514 mg, 4.5 mmol) and Cs2CO3 (977 mg, 3 mmol) is heated at 100° C. under microwave radiation for 2.5 hours, then concentrated. The mixture is diluted with EtOAc, washed with saturated NaHCO3 aqueous solution and brine, dried over Na2SO4, filtered and concentrated under reduced pressure. The crude product is purified by column chromatography (SiO2, MeOH:CH2Cl2=1:99 to 10:90) to give 130 mg of th... Reactants: NC1=CC2=C(CCN(CC2)CCO)C=C1OC (2-(7-amino-8-methoxy-1,2,4,5-tetrahydro-3-benzazepin-3-yl)-ethanol), ClC1=NC=C(C(=N1)NC=1C=CC(=C2CN(C(C12)=O)C)N1CCN(CC1)C(C)C)Cl (7-(2,5-dichloropyrimidin-4-ylamino)-4-(4-isopropylpiperazin-1-yl)-2-methyl-2,3-dihydroisoindol-1-one). Yields the product ClC=1C(=NC(=NC1)NC1=CC2=C(CCN(CC2)CCO)C=C1OC)NC=1C=CC(=C2CN(C(C12)=O)C)N1CCN(CC1)C(C)C (7-{5-Chloro-2-[3-(2-hydroxy-ethyl)-8-methoxy-2,3,4,5-tetrahydro-1H-3-benzazepin-7-ylamino]-pyrimidin-4-ylamino}-4-(4-isopropyl-piperazin-1-yl)-2-methyl-2,3-dihydro-isoindol-1-one), solid. Yield: 70.0%. As a reaction SMILES: [NH2:1][C:2]1[C:15]([O:16][CH3:17])=[CH:14][C:5]2[CH2:6][CH2:7][N:8]([CH2:11][CH2:12][OH:13])[CH2:9][CH2:10][C:4]=2[CH:3]=1.Cl[C:19]1[N:24]=[C:23]([NH:25][C:26]2[CH:27]=[CH:28][C:29]([N:37]3[CH2:42][CH2:41][N:40]([CH:43]([CH3:45])[CH3:44])[CH2:39][CH2:38]3)=[C:30]3[C:34]=2[C:33](=[O:35])[N:32]([CH3:36])[CH2:31]3)[C:22]([Cl:46])=[CH:21][N:20]=1>>[Cl:46][C:22]1[C:23]([NH:25][C:26]2[CH:27]=[CH:28][C:29]([N:37]3[CH2:38][CH2:39][N:40]([CH:43]([CH3:45])[CH3:44])[CH2:41][CH2:42]3)=[C:30]3[C:34]=2[C:33](=[O:35])[N:32]([CH3:36])[CH2:31]3)=[N:24][C:19]([NH:1][C:2]2[C:15]([O:16][CH3:17])=[CH:14][C:5]3[CH2:6][CH2:7][N:8]([CH2:11][CH2:12][OH:13])[CH2:9][CH2:10][C:4]=3[CH:3]=2)=[N:20][CH:21]=1. Reported procedure: The title compound was prepared from 2-(7-amino-8-methoxy-1,2,4,5-tetrahydro-3-benzazepin-3-yl)-ethanol (40 mg, 0.20 mmol) and 7-(2,5-dichloropyrimidin-4-ylamino)-4-(4-isopropylpiperazin-1-yl)-2-methyl-2,3-dihydroisoindol-1-one (74 mg, 0.17 mmol) in an analogous manner to Example 946 to afford an off-white solid (75 mg, 70%). Mp: 198-200° C. LCMS (m/e) 635 (M+1); 1H-NMR (CDCl3, 400 MHz) δ 10.55 (s, 1H), 8.67 (d, J=9 Hz, 1H), 8.11 (s, 2H), 7.40 (s, 1H), 7.10 (d, J=9 Hz, 1H), 6.68 (s, 1H), 4.40 (s... Reactants: O=C([O-])[O-], Nc1ncnc2c1c(I)cn2CC1CC1, [Na+], [Na+], CN(C)C=O, CC1(C)OB(c2ccc3ccc(-c4ccccc4)nc3c2)OC1(C)C, c1ccc(P(c2ccccc2)(c2ccccc2)[Pd](P(c2ccccc2)(c2ccccc2)c2ccccc2)(P(c2ccccc2)(c2ccccc2)c2ccccc2)P(c2ccccc2)(c2ccccc2)c2ccccc2)cc1. Product: Nc1ncnc2c1c(-c1ccc3ccc(-c4ccccc4)nc3c1)cn2CC1CC1. Reaction SMILES: [C:41](=[O:42])([O-:43])[O-:44].[CH:1]1([CH2:4][n:5]2[cH:6][c:7]([I:15])[c:8]3[c:9]2[n:10][cH:11][n:12][c:13]3[NH2:14])[CH2:2][CH2:3]1.[Na+:45].[Na+:46].[O:47]=[CH:48][N:49]([CH3:50])[CH3:51].[c:16]1(-[c:22]2[n:23][c:24]3[cH:25][c:26]([B:32]4[O:33][C:34]([CH3:35])([CH3:36])[C:37]([CH3:38])([CH3:39])[O:40]4)[cH:27][cH:28][c:29]3[cH:30][cH:31]2)[cH:17][cH:18][cH:19][cH:20][cH:21]1.[cH:52]1[cH:53][cH:54][c:55]([P:56]([Pd:57]([P:58]([c:59]2[cH:60][cH:61][cH:62][cH:63][cH:64]2)([c:65]2[cH:66][cH:67][cH:68][cH:69][cH:70]2)[c:71]2[cH:72][cH:73][cH:74][cH:75][cH:76]2)([P:77]([c:78]2[cH:79][cH:80][cH:81][cH:82][cH:83]2)([c:84]2[cH:85][cH:86][cH:87][cH:88][cH:89]2)[c:90]2[cH:91][cH:92][cH:93][cH:94][cH:95]2)[P:96]([c:97]2[cH:98][cH:99][cH:100][cH:101][cH:102]2)([c:103]2[cH:104][cH:105][cH:106][cH:107][cH:108]2)[c:109]2[cH:110][cH:111][cH:112][cH:113][cH:114]2)([c:115]2[cH:116][cH:117][cH:118][cH:119][cH:120]2)[c:121]2[cH:122][cH:123][cH:124][cH:125][cH:126]2)[cH:127][cH:128]1>>[CH:1]1([CH2:4][n:5]2[cH:6][c:7](-[c:26]3[cH:25][c:24]4[n:23][c:22](-[c:16]5[cH:17][cH:18][cH:19][cH:20][cH:21]5)[cH:31][cH:30][c:29]4[cH:28][cH:27]3)[c:8]3[c:9]2[n:10][cH:11][n:12][c:13]3[NH2:14])[CH2:2][CH2:3]1. Reactants: C(C#CC#CCO)O (2,4-hexadiyn-1,6-diol), C(C)N=C=O (ethylisocyanate), C(CCC)[Sn]CCCC (dibutyltin), C(C)C(C(=O)[O-])CCCC (2-ethylhexanoate), 60. The reagents and catalysts are [Cu] (copper). The solvent is C(C)N(CC)CC (triethylamine), COCCOC (1,2-dimethoxyethane). Yields the product C(C#CC#CCO)O.C(C)N(C(=O)OCC)CC (2,4-hexadiyn-1,6-diol bisethylurethane). The yield is 95.0%. As a reaction SMILES: [CH2:1]([OH:8])[C:2]#[C:3][C:4]#[C:5][CH2:6][OH:7].[CH2:9]([N:11]=[C:12]=[O:13])[CH3:10].C([Sn]CC[CH2:21][CH3:22])CCC.C([CH:25](CCCC)[C:26]([O-])=[O:27])C>[Cu].C(N(CC)CC)C.COCCOC>[CH2:1]([OH:8])[C:2]#[C:3][C:4]#[C:5][CH2:6][OH:7].[CH2:9]([N:11]([CH2:21][CH3:22])[C:12]([O:27][CH2:26][CH3:25])=[O:13])[CH3:10] |f:7.8|. Procedure: The monomer 2,4-hexadiyn-1,6-diol-bisethylurethane is synthesized in 95% yield by the reaction of 11.0 gm (0.10 mole) 2,4-hexadiyn-1,6-diol with 26.5 gm (0.37 mole) ethylisocyanate in the presence of 1,2-dimethoxyethane (50 ml), dibutyltin bis(2-ethylhexanoate (0.1 gm), and triethylamine (2 ml). The monomer is recrystallized as approximately 3 cm long needles by the slow cooling of a 10:90 acetone/petroleum either solution (75 ml) containing 0.2 sample, as described in Example 4. These crystals ...